This data is from the Open Reaction Database (ORD), a public repository of structured organic reaction records. The task is: describe an organic reaction: reactants, conditions, products, and yield Starting materials: COC(=O)c1cccnc1-c1cccc(C#N)c1, CO, [Li+], [OH-], O, O. Product: N#Cc1cccc(-c2ncccc2C(=O)O)c1. RXN SMILES: [C:1](#[N:2])[c:3]1[cH:4][c:5](-[c:9]2[c:10]([C:11](=[O:12])[O:13][CH3:14])[cH:15][cH:16][cH:17][n:18]2)[cH:6][cH:7][cH:8]1.[CH3:22][OH:23].[Li+:21].[OH-:20].[OH2:19].[OH2:24]>>[C:1](#[N:2])[c:3]1[cH:4][c:5](-[c:9]2[c:10]([C:11](=[O:12])[OH:13])[cH:15][cH:16][cH:17][n:18]2)[cH:6][cH:7][cH:8]1.